This data is from the Open Reaction Database (ORD), a public repository of structured organic reaction records. The task is: describe an organic reaction: reactants, conditions, products, and yield Starting materials: BrCCCCBr, C1CCOC1, CC(C)[N-]C(C)C, CC(C)(C)OC(=O)C1CC1, [Cl-], [Li+], [NH4+]. Product: CC(C)(C)OC(=O)C1(CCCCBr)CC1. RXN SMILES: [Br:11][CH2:12][CH2:13][CH2:14][CH2:15][Br:16].[CH2:27]1[O:28][CH2:29][CH2:30][CH2:31]1.[CH3:18][CH:19]([N-:20][CH:21]([CH3:22])[CH3:23])[CH3:24].[CH:1]1([C:4](=[O:5])[O:6][C:7]([CH3:8])([CH3:9])[CH3:10])[CH2:2][CH2:3]1.[Cl-:25].[Li+:17].[NH4+:26]>>[C:1]1([C:4](=[O:5])[O:6][C:7]([CH3:8])([CH3:9])[CH3:10])([CH2:15][CH2:14][CH2:13][CH2:12][Br:11])[CH2:2][CH2:3]1. The reactants are O=C(N=C=S)c1ccccc1, C1CCOC1, CCOC(=O)c1ccc(Cl)c(Oc2cc(N)ncc2Br)c1. Product: CCOC(=O)c1ccc(Cl)c(Oc2cc(NC(=S)NC(=O)c3ccccc3)ncc2Br)c1. Reaction SMILES: [C:22]([c:23]1[cH:24][cH:25][cH:26][cH:27][cH:28]1)(=[O:29])[N:30]=[C:31]=[S:32].[CH2:33]1[O:34][CH2:35][CH2:36][CH2:37]1.[NH2:1][c:2]1[n:3][cH:4][c:5]([Br:21])[c:6]([O:8][c:9]2[cH:10][c:11]([C:12](=[O:13])[O:14][CH2:15][CH3:16])[cH:17][cH:18][c:19]2[Cl:20])[cH:7]1>>[NH:1]([c:2]1[n:3][cH:4][c:5]([Br:21])[c:6]([O:8][c:9]2[cH:10][c:11]([C:12](=[O:13])[O:14][CH2:15][CH3:16])[cH:17][cH:18][c:19]2[Cl:20])[cH:7]1)[C:31]([NH:30][C:22]([c:23]1[cH:24][cH:25][cH:26][cH:27][cH:28]1)=[O:29])=[S:32]. Reactants: ClC(CNC1=C(C=CC=C1C)C)C (N-(β-chloropropyl)-2,6-dimethyl-aniline), [I-].[K+] (potassium iodide), ( a ), CC1=C(N)C(=CC=C1)C (2,6-dimethylaniline). The solvent is C(C)(C)O (isopropanol). Reaction conditions: temperature 80 celsius, time 3 hour. The product is Cl.CC1=C(C(=CC=C1)C)NCC(C)NC1=C(C=CC=C1C)C (1,2-bis(2',6'-dimethylphenyl-amino)-propane hydrochloride). Isolated yield 48.4%. As a reaction SMILES: [Cl:1][CH:2]([CH3:13])[CH2:3][NH:4][C:5]1[C:10]([CH3:11])=[CH:9][CH:8]=[CH:7][C:6]=1[CH3:12].[CH3:14][C:15]1[CH:21]=[CH:20][CH:19]=[C:18]([CH3:22])[C:16]=1[NH2:17].[I-].[K+]>C(O)(C)C>[ClH:1].[CH3:12][C:6]1[CH:7]=[CH:8][CH:9]=[C:10]([CH3:11])[C:5]=1[NH:4][CH2:3][CH:2]([NH:17][C:16]1[C:18]([CH3:22])=[CH:19][CH:20]=[CH:21][C:15]=1[CH3:14])[CH3:13] |f:2.3,5.6|. Reported procedure: A mixture of 86 g (0.435 moles) of N-(β-chloropropyl)-2,6-dimethyl-aniline, prepared as described in point (a) above, 110 ml (107.4 g, 0.88 moles) of 2,6-dimethylaniline and 4.2 g (25 mmoles) of potassium iodide is stirred at 140° to 145° C. for 3 hours under nitrogen atmosphere. The mixture is allowed to cool to about 80° C., 300 ml of isopropanol are added, the resulting mixture is allowed to cool to room temperature under stirring, and then allowed to stand overnight. The separated precipitat... The reactants are CCc1csc2[nH]c(=O)c(=O)[nH]c12, CC(=O)O, O=S(=O)(Cl)Cl. Product: CCc1c(Cl)sc2[nH]c(=O)c(=O)[nH]c12. Reaction SMILES: [CH2:1]([CH3:2])[c:3]1[cH:4][s:5][c:6]2[nH:7][c:8](=[O:13])[c:9](=[O:12])[nH:10][c:11]12.[CH3:19][C:20](=[O:21])[OH:22].[S:14]([Cl:15])(=[O:16])([Cl:17])=[O:18]>>[CH2:1]([CH3:2])[c:3]1[c:4]([Cl:17])[s:5][c:6]2[nH:7][c:8](=[O:13])[c:9](=[O:12])[nH:10][c:11]12. Starting materials: C(C)(=O)NNC(=O)NC1=CC=C(C=C1)Br (2-acetyl-N-(4-bromophenyl)hydrazinecarboxamide), [OH-].[Na+] (NaOH), Cl (HCl). Solvent: O (Water). Conditions: temperature 130 celsius. Yields the product BrC1=CC=C(C=C1)N1C(NN=C1C)=O (4-(4-bromophenyl)-5-methyl-2,4-dihydro-3H-1,2,4-triazol-3-one). RXN SMILES: [C:1]([NH:4][NH:5][C:6]([NH:8][C:9]1[CH:14]=[CH:13][C:12]([Br:15])=[CH:11][CH:10]=1)=[O:7])(=O)[CH3:2].[OH-].[Na+].Cl>O>[Br:15][C:12]1[CH:13]=[CH:14][C:9]([N:8]2[C:1]([CH3:2])=[N:4][NH:5][C:6]2=[O:7])=[CH:10][CH:11]=1 |f:1.2|. Procedure: A large microwave tube was filled in with 2-acetyl-N-(4-bromophenyl)hydrazinecarboxamide (1.8 g, 6.62 mmol) and 2M aqueous NaOH (9 mL, 18 mmol). The reaction mixture was heated under microwave irradiation for 20 min at 130° C. Water (ca 18 mL) was added and the pH was adjusted to 4 by dropwise addition of aqueous HCl, with stirring. The thick precipitate was collected by filtration, washed with small amounts of cold water and dried. A small amount (220 mg) was purified by analytical preparation ... The reactants are COC(C(NC1=C(C=CC(=C1)Cl)[N+](=O)[O-])(C)C)=O (N-(5-Chloro-2-nitrophenyl)-2-methylalanine methyl ester), C(C)(=O)[O-].[Na+] (sodium acetate), CO (methanol). The reagents and catalysts are [Cl-].[Cl-].[Cl-].[Ti+3] (titanium trichloride). Solvent: O (water). Run at time 2.5 hour. The product is ClC=1C=C2NC(C(NC2=CC1)=O)(C)C (6-Chloro-3,3-dimethyl-1,2,3,4-tetrahydroquinoxalin-2-one). As a reaction SMILES: C[O:2][C:3](=O)[C:4]([CH3:17])([CH3:16])[NH:5][C:6]1[CH:11]=[C:10]([Cl:12])[CH:9]=[CH:8][C:7]=1[N+:13]([O-])=O.C([O-])(=O)C.[Na+].CO>[Cl-].[Cl-].[Cl-].[Ti+3].O>[Cl:12][C:10]1[CH:11]=[C:6]2[C:7](=[CH:8][CH:9]=1)[NH:13][C:3](=[O:2])[C:4]([CH3:17])([CH3:16])[NH:5]2 |f:1.2,4.5.6.7|. Reported procedure: Aqueous titanium trichloride (20%, 260 ml) is added dropwise over 10 min to a mixture of N-(5-chloro-2-nitrophenyl)-2-methylalanine methyl ester, (XI, EXAMPLE 11, 14.1 g), sodium acetate (240 g), methanol (504 ml) and water (156 ml). The mixture is stirred for 2.5 hr at 20°-25°. The material is partitioned between aqueous sodium bicarbonate and ethyl acetate, the phases are separated, the organic phase is dried over magnesium sulfate and concentrated under reduced pressure with heat to give the ... Reactants: [OH-].[Na+] (sodium hydroxide), C(C)O (ethanol), FC1=C(C=C(C(=C1)Cl)OC1CCCC1)NC(OC)=O (methyl N-(2-fluoro-4-chloro-5-cyclopentyloxyphenyl)carbamate). Solvent: O (water). Yields the product FC1=C(N)C=C(C(=C1)Cl)OC1CCCC1 (2-fluoro-4-chloro-5-cyclopentyloxyaniline). Isolated yield 99.6%. RXN SMILES: [OH-].[Na+].C(O)C.[F:6][C:7]1[CH:12]=[C:11]([Cl:13])[C:10]([O:14][CH:15]2[CH2:19][CH2:18][CH2:17][CH2:16]2)=[CH:9][C:8]=1[NH:20]C(=O)OC>O>[F:6][C:7]1[CH:12]=[C:11]([Cl:13])[C:10]([O:14][CH:15]2[CH2:19][CH2:18][CH2:17][CH2:16]2)=[CH:9][C:8]=1[NH2:20] |f:0.1|. Procedure details: 2N sodium hydroxide aqueous solution (3.5 ml) was added to an ethanol solution (1.5 ml) of methyl N-(2-fluoro-4-chloro-5-cyclopentyloxyphenyl)carbamate (1.507 g, 5.24 mmol), and the mixture was heated under reflux for 2 hours. After reaction, the reaction liquid was cooled to room temperature, water was added thereto, and this was extracted with ethyl acetate (20 ml×2). The organic layer was washed with water and saturated brine and then dried over anhydrous magnesium sulfate. The drying agent w... Reported procedure: A solution of sodium metal (23 g; 1 mol) in anhydrous methanol (250 mL) was treated with dimethylformamide (DMF) (125 mL; dried over molecular sieve 4A), copper(I) iodide (38 g; 199.5 mmol), 2,8-dibromo-10,11-dihydro-5H-dibenz[b,f]azepine (6) (17.9 g; 50.7 mmol) [L. Kricka and A. Ledwitn, J. Chem. Soc. Perkin I, 859 (1973)]and additional DMF (125 mL). The mixture was mechanically stirred and heated (mantle) at reflux (internal temperature was 92° C.) for four hours. After cooling to ca. 35° C. t... Reagents/catalysts: [Cu] (copper), [Cu]I (copper(I) iodide). As a reaction SMILES: [Na].CN(C)[CH:4]=[O:5].Br[C:8]1[CH:23]=[CH:22][C:11]2[NH:12][C:13]3[CH:20]=[CH:19][C:18](Br)=[CH:17][C:14]=3[CH2:15][CH2:16][C:10]=2[CH:9]=1.[K+].[Br-].[CH3:26][OH:27]>[Cu]I.[Cu]>[CH3:26][O:27][C:8]1[CH:23]=[CH:22][C:11]2[NH:12][C:13]3[CH:20]=[CH:19][C:18]([O:5][CH3:4])=[CH:17][C:14]=3[CH2:15][CH2:16][C:10]=2[CH:9]=1 |f:3.4,^1:0|. The reactants are CN(C=O)C (DMF), [K+].[Br-] (KBr), [Na] (sodium), CN(C=O)C (dimethylformamide), BrC1=CC2=C(NC3=C(CC2)C=C(C=C3)Br)C=C1 (2,8-dibromo-10,11-dihydro-5H-dibenz[b,f]azepine), CO (methanol). Yield: 67.6%. The product is COC1=CC2=C(NC3=C(CC2)C=C(C=C3)OC)C=C1 (2,8-Dimethoxy-10,11-dihydro-5H-dibenz[b,f]azepine). Run at temperature 92 celsius.